describe an organic reaction: reactants, conditions, products, and yield From a dataset of the Open Reaction Database (ORD), a public repository of structured organic reaction records. Starting materials: (2-hydroxy-3-oxo-cyclopent-1-enyl)-acetic acid esters, C[N+]1(CCOCC1)[O-] (NMO), ( 3 ), ester, C1(C=CCC1)CC(=O)O (2-cyclopentene-1-acetic acid), C1(C=CCC1)CC(=O)O (2-cyclopentene-1-acetic acid), ester, Cyclopentane-1,2-diones, [Li+].[OH-] (LiOH), O=O (oxygen), Cyclopentane-1,2-diols, C1(C=CCC1)CC(=O)O (2-cyclopentene-1-acetic acid). Isolated yield 28.0%. The solvent is O.CC(C)(C)O (H2O tBuOH), OC1=C(CCC1O)CC(=O)O ((2,3-dihydroxycyclopentenyl)-acetic acid), CC#N.O (MeCN—H2O). As a reaction SMILES: [CH:1]1([CH2:6][C:7]([OH:9])=[O:8])[CH2:5][CH2:4][CH:3]=[CH:2]1.C[N+]1([O-])CC[O:14]CC1.O=O.[Li+].[OH-:21]>O.CC(O)(C)C.OC1C(O)CCC=1CC(O)=O.[Pt].CC#N.O.O=[Os](=O)(=O)=O>[OH:21][C:2]1[C:3](=[O:14])[CH2:4][CH2:5][C:1]=1[CH2:6][C:7]([OH:9])=[O:8] |f:3.4,5.6,9.10|. Reagents/catalysts: [Pt] (Pt/C), O=[Os](=O)(=O)=O (OsO4). Product: OC1=C(CCC1=O)CC(=O)O ((2-hydroxy-3-oxo-cyclopent-1-enyl)-acetic acid). Procedure: The only publication describing the preparation procedure of (2-hydroxy-3-oxo-cyclopent-1-enyl)-acetic acid esters, particularly the corresponding tAm ester is described by Reile et al. (Reile I., Paju, A.; Eek, M.; Pehk, T.; Lopp, M. Aerobic Oxidation of Cyclopentane-1,2-diols to Cyclopentane-1,2-diones on Pt/C Catalyst. Synlett, 2008 (3), 347-350). According to that procedure 2-cyclopentene-1-acetic acid is transformed to 2-cyclopentene-1-acetic acid tAm ester by transesterification according ... Yields the product CC(=O)NC1CCN(c2ccc(C(=O)Nc3cc(-c4ccc(F)cc4)ccc3NC(=O)OC(C)(C)C)cc2)C1. The reactants are CC(=O)OC(C)=O, CC(C)(C)OC(=O)Nc1ccc(-c2ccc(F)cc2)cc1NC(=O)c1ccc(N2CCC(N)C2)cc1, c1ccncc1. Reaction SMILES: [CH3:37][C:38](=[O:39])[O:40][C:41](=[O:42])[CH3:43].[NH2:1][CH:2]1[CH2:3][N:4]([c:7]2[cH:8][cH:9][c:10]([C:11](=[O:12])[NH:13][c:14]3[cH:15][c:16](-[c:28]4[cH:29][cH:30][c:31]([F:34])[cH:32][cH:33]4)[cH:17][cH:18][c:19]3[NH:20][C:21]([O:22][C:23]([CH3:24])([CH3:25])[CH3:26])=[O:27])[cH:35][cH:36]2)[CH2:5][CH2:6]1.[cH:44]1[cH:45][cH:46][n:47][cH:48][cH:49]1>>[NH:1]([CH:2]1[CH2:3][N:4]([c:7]2[cH:8][cH:9][c:10]([C:11](=[O:12])[NH:13][c:14]3[cH:15][c:16](-[c:28]4[cH:29][cH:30][c:31]([F:34])[cH:32][cH:33]4)[cH:17][cH:18][c:19]3[NH:20][C:21]([O:22][C:23]([CH3:24])([CH3:25])[CH3:26])=[O:27])[cH:35][cH:36]2)[CH2:5][CH2:6]1)[C:38]([CH3:37])=[O:39]. The reactants are C(C)(=O)OC(C)=O (Acetic anhydride), C[Si](C1=CC(=CO1)C=O)(C)C (5-trimethylsilyl-3-furaldehyde), C(C)(C)(C)[Li] (Tert-butyl lithium), solution, CCCCCC (hexane), BrCCCCCC1=CC=CC2=CC=CC=C12 (1-bromo-5-(1-naphthyl)-pentane). Run in O1CCCC1 (tetrahydrofuran), O1CCCC1 (tetrahydrofuran). Conditions: time 30 minute. Product: C(C)(=O)OC(CCCCCC1=CC=CC2=CC=CC=C12)C1=COC(=C1)[Si](C)(C)C (3-[1-Acetoxy-6-(1-naphthyl)hexyl]-5-trimethylsilylfuran). RXN SMILES: C([Li])(C)(C)C.CCCCCC.Br[CH2:13][CH2:14][CH2:15][CH2:16][CH2:17][C:18]1[C:27]2[C:22](=[CH:23][CH:24]=[CH:25][CH:26]=2)[CH:21]=[CH:20][CH:19]=1.[CH3:28][Si:29]([CH3:38])([CH3:37])[C:30]1[O:34][CH:33]=[C:32]([CH:35]=[O:36])[CH:31]=1.[C:39](OC(=O)C)(=[O:41])[CH3:40]>O1CCCC1>[C:39]([O:36][CH:35]([C:32]1[CH:31]=[C:30]([Si:29]([CH3:38])([CH3:37])[CH3:28])[O:34][CH:33]=1)[CH2:13][CH2:14][CH2:15][CH2:16][CH2:17][C:18]1[C:27]2[C:22](=[CH:23][CH:24]=[CH:25][CH:26]=2)[CH:21]=[CH:20][CH:19]=1)(=[O:41])[CH3:40]. Procedure: Tert-butyl lithium (a 1.7M solution in hexane (1.27 ml, 2.16 mmol) was added to a -78° solution of 1-bromo-5-(1-naphthyl)-pentane (300 mg, 1.08 mmol) in tetrahydrofuran (2 ml) under nitrogen. After stirring for 30 minutes at -78°, a solution of 5-trimethylsilyl-3-furaldehyde (182 mg, 1.08 mmol) in tetrahydrofuran (0.5 ml) was added and the solution was stirred 2 hours at room temperature. Acetic anhydride (20 mg, 0.2 mmol) was added and the solution stirred at room temperature overnight. The rea...